From a dataset of the Open Reaction Database (ORD), a public repository of structured organic reaction records. describe an organic reaction: reactants, conditions, products, and yield The reactants are C(C)(C)N=C=O (isopropyl isocyanate), CCCCC (Pentane), [H-].[Na+] (sodium hydride), C(C)(C)N=C=O (isopropyl isocyanate), CC=1C=C(C=CC1)NC1=NC(=NC=C1S(=O)(=O)N)SC (4-[(3-methylphenyl)amino]-2-(methylthio)-5-pyrimidinesulfonamide). Run in C1CCOC1 (THF). Conditions: time 90 minute. The product is CC(C)NC(=O)NS(=O)(=O)C=1C(=NC(=NC1)SC)NC1=CC(=CC=C1)C (N-[[(1-Methylethyl)amino]carbonyl]-4-[(3-methylphenyl)amino]-2-(methylthio)-5-pyrimidinesulfonamide). The yield is 80.5%. As a reaction SMILES: CCCCC.[H-].[Na+].[CH3:8][C:9]1[CH:10]=[C:11]([NH:15][C:16]2[C:21]([S:22]([NH2:25])(=[O:24])=[O:23])=[CH:20][N:19]=[C:18]([S:26][CH3:27])[N:17]=2)[CH:12]=[CH:13][CH:14]=1.[CH:28]([N:31]=[C:32]=[O:33])([CH3:30])[CH3:29]>C1COCC1>[CH3:29][CH:28]([NH:31][C:32]([NH:25][S:22]([C:21]1[C:16]([NH:15][C:11]2[CH:12]=[CH:13][CH:14]=[C:9]([CH3:8])[CH:10]=2)=[N:17][C:18]([S:26][CH3:27])=[N:19][CH:20]=1)(=[O:23])=[O:24])=[O:33])[CH3:30] |f:1.2|. Procedure details: Pentane washed sodium hydride (3.99 mmol, 1.05 eq) was suspended in THF (50 mL), and 4-[(3-methylphenyl)amino]-2-(methylthio)-5-pyrimidinesulfonamide (1.18 g, 3.90 mm) was added slowly as a solid. The mixture was stirred for 90 minutes and isopropyl isocyanate (0.39 mL, 3.99 mmol, 1.05 eq) was added. After stirring 45 minutes an additional 0.1 mL of isopropyl isocyanate was added to complete the reaction. The THF was removed under reduced pressure and the residue was dissolved in dilute sodium h... Reaction conditions: time 16 hour. Run in CN(C)C=O (DMF). Product: FC(C(=O)O)(F)F.ClC=1C=C(C=CC1F)N(C(CN1N=NC(=C1)C1=CC(=C(C=C1)N1C=NC(=C1)C)OC)=O)CC(F)(F)F (N-(3-chloro-4-fluorophenyl)-2-{4-[3-methoxy-4-(4-methyl-1H-imidazol-1-yl)phenyl]-1H-1,2,3-triazol-1-yl}-N-(2,2,2-trifluoroethyl)acetamide trifluoroacetate salt). RXN SMILES: [Cl:1][C:2]1[CH:3]=[C:4]([NH:9][C:10](=[O:31])[CH2:11][N:12]2[CH:16]=[C:15]([C:17]3[CH:22]=[CH:21][C:20]([N:23]4[CH:27]=[C:26]([CH3:28])[N:25]=[CH:24]4)=[C:19]([O:29][CH3:30])[CH:18]=3)[N:14]=[N:13]2)[CH:5]=[CH:6][C:7]=1[F:8].C[Si]([N-][Si](C)(C)C)(C)C.[K+].[O:42]([CH2:50][C:51]([F:54])([F:53])[F:52])S(C(F)(F)F)(=O)=O>CN(C=O)C>[F:52][C:51]([F:54])([F:53])[C:50]([OH:29])=[O:42].[Cl:1][C:2]1[CH:3]=[C:4]([N:9]([CH2:50][C:51]([F:54])([F:53])[F:52])[C:10](=[O:31])[CH2:11][N:12]2[CH:16]=[C:15]([C:17]3[CH:22]=[CH:21][C:20]([N:23]4[CH:27]=[C:26]([CH3:28])[N:25]=[CH:24]4)=[C:19]([O:29][CH3:30])[CH:18]=3)[N:14]=[N:13]2)[CH:5]=[CH:6][C:7]=1[F:8] |f:1.2,5.6|. The reactants are ClC=1C=C(C=CC1F)NC(CN1N=NC(=C1)C1=CC(=C(C=C1)N1C=NC(=C1)C)OC)=O (N-(3-chloro-4-fluorophenyl)-2-{-4-[3-methoxy-4-(4-methyl-1H-imidazol-1-yl)phenyl]-1H-1,2,3-triazol-1-yl}acetamide), C[Si](C)(C)[N-][Si](C)(C)C.[K+] (KHMDS), O(S(=O)(=O)C(F)(F)F)CC(F)(F)F (Trifluoroethyl triflate). Yield: 69.5%. Procedure details: N-(3-chloro-4-fluorophenyl)-2-{-4-[3-methoxy-4-(4-methyl-1H-imidazol-1-yl)phenyl]-1H-1,2,3-triazol-1-yl}acetamide (50 mg, 0.113 mmol) and KHMDS (27.1 mg, 0.136 mmol) were added to a 25-mL flask under nitrogen and DMF (3 ml) was added. Trifluoroethyl triflate (0.023 ml, 0.159 mmol) was added and the suspension stirred at room temperature for 16 h. The residue was purified by preparative HPLC Reverse phase (C-18), eluting with Acetonitrile/Water+0.1% TFA, to give the product (25 mg) as a yellow so...